From a dataset of the Open Reaction Database (ORD), a public repository of structured organic reaction records. describe an organic reaction: reactants, conditions, products, and yield Reaction conditions: temperature 40 celsius, time 30 minute. Isolated yield 63.1%. The solvent is C(C)(=O)OCC (ethyl acetate). Starting materials: [Cl-].O[NH3+] (hydroxylammonium chloride), C(O)([O-])=O.[Na+] (sodium hydrogen carbonate), CS(=O)C (dimethyl sulfoxide), C(CCC)C=1N=C(N(C(C1CC1=CC=C(C=C1)C=1C(=CC=CC1)C#N)=O)CC1=NC=C(C=C1)C)C (4′-({4-butyl-2-methyl-1-[(5-methylpyridin-2-yl)methyl]-6-oxo-1,6-dihydropyrimidin-5-yl}methyl)biphenyl-2-carbonitrile). Procedure: A mixture of hydroxylammonium chloride (1.3 g), sodium hydrogen carbonate (2.2 g) and dimethyl sulfoxide (10 mL) was stirred at 40° C. for 30 min, 4′-({4-butyl-2-methyl-1-[(5-methylpyridin-2-yl)methyl]-6-oxo-1,6-dihydropyrimidin-5-yl}methyl)biphenyl-2-carbonitrile (0.59 g) was added, and the mixture was stirred at 90° C. for 16 hr. The reaction mixture was diluted with ethyl acetate, washed with water and then with saturated brine, and dried over anhydrous magnesium sulfate. The solvent was evap... As a reaction SMILES: [Cl-].O[NH3+:3].[C:4](=[O:7])([O-])[OH:5].[Na+].CS(C)=O.[CH2:13]([C:17]1[N:18]=[C:19]([CH3:47])[N:20]([CH2:39][C:40]2[CH:45]=[CH:44][C:43]([CH3:46])=[CH:42][N:41]=2)[C:21](=[O:38])[C:22]=1[CH2:23][C:24]1[CH:29]=[CH:28][C:27]([C:30]2[C:31]([C:36]#[N:37])=[CH:32][CH:33]=[CH:34][CH:35]=2)=[CH:26][CH:25]=1)[CH2:14][CH2:15][CH3:16]>C(OCC)(=O)C>[CH2:13]([C:17]1[N:18]=[C:19]([CH3:47])[N:20]([CH2:39][C:40]2[CH:45]=[CH:44][C:43]([CH3:46])=[CH:42][N:41]=2)[C:21](=[O:38])[C:22]=1[CH2:23][C:24]1[CH:25]=[CH:26][C:27]([C:30]2[CH:35]=[CH:34][CH:33]=[CH:32][C:31]=2[C:36]2[NH:3][C:4](=[O:7])[O:5][N:37]=2)=[CH:28][CH:29]=1)[CH2:14][CH2:15][CH3:16] |f:0.1,2.3|. Product: C(CCC)C1=C(C(N(C(=N1)C)CC1=NC=C(C=C1)C)=O)CC1=CC=C(C=C1)C1=C(C=CC=C1)C1=NOC(N1)=O (6-butyl-2-methyl-3-[(5-methylpyridin-2-yl)methyl]-5-{[2′-(5-oxo-4,5-dihydro-1,2,4-oxadiazol-3-yl)biphenyl-4-yl]methyl}pyrimidin-4(3H)-one). The reactants are S1C(=CC=C1)C(=O)NCC(=O)O (N-(2-thienylcarbonyl)glycine), CN1N=C(C(=C1)C=O)C (1,3-dimethyl-1H-pyrazol-4-carboxaldehyde), C(C)(=O)[O-].[Na+] (sodium acetate), C(C)(=O)OC(C)=O (acetic anhydride). Solvent: O (water). Reaction conditions: temperature 90 celsius. Product: CN1N=C(C(=C1)C=C1N=C(OC1=O)C=1SC=CC1)C (4-((1,3-Dimethyl-1H-pyrazol-4-yl)methylene)-2-(2-thienyl)-5(4H)-oxazolone). Isolated yield 29.3%. Reaction SMILES: [S:1]1[CH:5]=[CH:4][CH:3]=[C:2]1[C:6]([NH:8][CH2:9][C:10]([OH:12])=[O:11])=O.[CH3:13][N:14]1[CH:18]=[C:17]([CH:19]=O)[C:16]([CH3:21])=[N:15]1.C([O-])(=O)C.[Na+].C(OC(=O)C)(=O)C>O>[CH3:13][N:14]1[CH:18]=[C:17]([CH:19]=[C:9]2[C:10](=[O:11])[O:12][C:6]([C:2]3[S:1][CH:5]=[CH:4][CH:3]=3)=[N:8]2)[C:16]([CH3:21])=[N:15]1 |f:2.3|. Reported procedure: To a screw-capped test tube, N-(2-thienylcarbonyl)glycine (56 mg, 0.3 mmol), 1,3-dimethyl-1H-pyrazol-4-carboxaldehyde (41 mg, 0.3 mmol), sodium acetate (25 mg, 0.3 mmol) and acetic anhydride (0.3 mL) were added. The test tube was sealed, and it was then stirred at an external temperature of 90° C. Three hours later, the temperature of the reaction solution was returned to room temperature, and water (1.5 mL) was then added thereto. The obtained mixture was stirred at the same temperature as desc... Starting materials: FC(C1=CC=C(COC2=CC=C(C=C2)N)C=C1)(F)F (4-(4-trifluoromethyl-benzyloxy)-phenylamine), CC1(OC(C2(CC2)C(O1)=O)=O)C (6,6-dimethyl-5,7-dioxa-spiro[2,5]octane-4,8-dione). Product: O=C1N(CCC1C(=O)O)C1=CC=C(C=C1)OCC1=CC=C(C=C1)C(F)(F)F ((RS)-2-Oxo-1-[4-(4-trifluoromethyl-benzyloxy)-phenyl]-pyrrolidine-3-carboxylic Acid), colorless solid. Isolated yield 37.0%. RXN SMILES: [F:1][C:2]([F:19])([F:18])[C:3]1[CH:17]=[CH:16][C:6]([CH2:7][O:8][C:9]2[CH:14]=[CH:13][C:12]([NH2:15])=[CH:11][CH:10]=2)=[CH:5][CH:4]=1.CC1(C)[O:28][C:27](=O)[C:24]2([CH2:26][CH2:25]2)[C:23](=[O:30])[O:22]1>>[O:28]=[C:27]1[CH:24]([C:23]([OH:30])=[O:22])[CH2:25][CH2:26][N:15]1[C:12]1[CH:13]=[CH:14][C:9]([O:8][CH2:7][C:6]2[CH:16]=[CH:17][C:3]([C:2]([F:18])([F:19])[F:1])=[CH:4][CH:5]=2)=[CH:10][CH:11]=1. Procedure: The title compound is prepared in analogy to Example 3c) from 4-(4-trifluoromethyl-benzyloxy)-phenylamine and 6,6-dimethyl-5,7-dioxa-spiro[2,5]octane-4,8-dione. Yield: 37% of a colorless solid. MS: m/e=380.1 (M+H)+. Starting materials: CC=1C=CC(=CC1)S(=O)(=O)O (TsOH), C(C)(C)(C)C1=C(C(=C2CC(C(C2=C1)=O)C)C1=CC=CC=C1)OCC(C)C (6-tert-butyl-5-isobutoxy-2-methyl-4-phenylindan-1-one), CO (methanol), [BH4-].[Na+] (NaBH4). Yields the product C(C)(C)(C)C=1C=C2C=C(CC2=C(C1OCC(C)C)C1=CC=CC=C1)C (5-tert-butyl-6-isobutoxy-2-methyl-7-phenyl-1H-indene). Yield: 99.9%. RXN SMILES: [C:1]([C:5]1[CH:13]=[C:12]2[C:8]([CH2:9][CH:10]([CH3:15])[C:11]2=O)=[C:7]([C:16]2[CH:21]=[CH:20][CH:19]=[CH:18][CH:17]=2)[C:6]=1[O:22][CH2:23][CH:24]([CH3:26])[CH3:25])([CH3:4])([CH3:3])[CH3:2].[BH4-].[Na+].CO.CC1C=CC(S(O)(=O)=O)=CC=1>C1COCC1.C1(C)C=CC=CC=1>[C:1]([C:5]1[CH:13]=[C:12]2[C:8](=[C:7]([C:16]3[CH:17]=[CH:18][CH:19]=[CH:20][CH:21]=3)[C:6]=1[O:22][CH2:23][CH:24]([CH3:26])[CH3:25])[CH2:9][C:10]([CH3:15])=[CH:11]2)([CH3:2])([CH3:3])[CH3:4] |f:1.2|. Reported procedure: To a solution of 34.0 g (97.0 mmol) of 6-tert-butyl-5-isobutoxy-2-methyl-4-phenylindan-1-one in 300 ml of THF cooled to 5° C. 5.00 g (132 mmol) of NaBH4 was added. Further on, 150 ml of methanol was added dropwise to this mixture by vigorous stirring for ca. 7 h at 5° C. The resulting mixture was evaporated to dryness, and the residue was partitioned between 500 ml of dichloromethane and 500 ml of 1 M HCl. The organic layer was separated, the aqueous layer was additionally extracted with 100 ml ... Run in C1(=CC=CC=C1)C (toluene), C1CCOC1 (THF). Run at temperature 5 celsius, time 7 hour.